From a dataset of the Open Reaction Database (ORD), a public repository of structured organic reaction records. describe an organic reaction: reactants, conditions, products, and yield The reactants are FC(C1=CC=C(C=C1)O)(F)F (4-(trifluoromethyl)phenol), O1CCCC=C1 (3,4-dihydro-2H-pyran), Cl (hydrogen chloride), solution. Reagents/catalysts: C(C)(=O)OCC (ethyl acetate). The solvent is ClCCl (dichloromethane), C(C)(=O)OCC (ethyl acetate), ClCCl (dichloromethane). Run at time 16 hour. Product: FC(C1=CC=C(OC2OCCCC2)C=C1)(F)F (2-(4-(trifluoromethyl)phenoxy)tetrahydropyran). Yield: 83.7%. Reaction SMILES: [F:1][C:2]([F:11])([F:10])[C:3]1[CH:8]=[CH:7][C:6]([OH:9])=[CH:5][CH:4]=1.[O:12]1[CH:17]=[CH:16][CH2:15][CH2:14][CH2:13]1.Cl>ClCCl.C(OCC)(=O)C>[F:1][C:2]([F:10])([F:11])[C:3]1[CH:4]=[CH:5][C:6]([O:9][CH:13]2[CH2:14][CH2:15][CH2:16][CH2:17][O:12]2)=[CH:7][CH:8]=1. Procedure: a solution of 4-(trifluoromethyl)phenol (2.44 g, 15 mmol) in dichloromethane (5 ml) was added to a solution of 3,4-dihydro-2H-pyran (4.10 ml, 45 mmol) and a 3.6 M solution of hydrogen chloride in ethyl acetate (0.015 ml, 0.05 mmol) in dichloromethane (10 ml). The reaction mixture was stirred at room temperature for 16 h. It was diluted with ethyl acetate (100 m) and washed with a saturated aqueous solution of sodium hydrogencarbonate (100 ml). The aqueous phase was extracted with ethyl acetate (... Starting materials: CNC(=O)ON=C(C)SC (S-methyl N-[N'-methylcarbamoyloxy]thioacetimidate), N1=CC=CC=C1 (pyridine), S(=O)(Cl)Cl (thionyl chloride), N1=CC=CC=C1 (Pyridine), C1(=CC=CC=C1)S (benzenethiol). Solvent: O1CCCC1 (tetrahydrofuran). The product is CN(C(=O)ON=C(C)SC)S(=S)C1=CC=CC=C1 (S-methyl N-[N'-methyl-N'-phenylthiosulfinylcarbamoyloxy]thioacetimidate). As a reaction SMILES: [CH3:1][NH:2][C:3]([O:5][N:6]=[C:7]([S:9][CH3:10])[CH3:8])=[O:4].N1C=CC=CC=1.[S:17](Cl)(Cl)=O.[C:21]1([SH:27])[CH:26]=[CH:25][CH:24]=[CH:23][CH:22]=1>O1CCCC1>[CH3:1][N:2]([S:27]([C:21]1[CH:26]=[CH:25][CH:24]=[CH:23][CH:22]=1)=[S:17])[C:3]([O:5][N:6]=[C:7]([S:9][CH3:10])[CH3:8])=[O:4]. Procedure: A mixture of 3.3 g S-methyl N-[N'-methylcarbamoyloxy]thioacetimidate (0.02 mol), 1.9 g pyridine (0.024 mol) and 2.5 g thionyl chloride (0.021 mol), in 20 ml dry tetrahydrofuran was stirred at room temperature for 4 hours. Pyridine (1.9 g, 0.024 mol) was added and followed by 2.2 g benzenethiol (0.02 mol) added dropwise at water bath temperature. Stirring was continued for an additional hour, and the mixture was worked up as described for Example I. The resulting oily residue was purified by prep...